From a dataset of the Open Reaction Database (ORD), a public repository of structured organic reaction records. describe an organic reaction: reactants, conditions, products, and yield Starting materials: acid, C(C)OC(=O)C=1NC=2CCCCC2C1CCC(=O)OCC (2-ethoxycarbonyl-3-(2-ethoxycarbonylethyl)-4,5,6,7-tetrahydroindole), [OH-].[Na+] (sodium hydroxide), C(=O)=O (carbon dioxide), Cl (hydrochloric acid), C(C)OC(=O)C=1NC=2CCCCC2C1CCC(=O)OCC (2-ethoxycarbonyl-3-(2-ethoxycarbonylethyl)-4,5,6,7-tetrahydroindole). Run in C(C)(=O)OCC (ethyl acetate). The product is C(=O)(O)CCC1=CNC=2CCCCC12 (3-(2-carboxyethyl)-4,5,6,7-tetrahydroindole). As a reaction SMILES: C(OC([C:6]1[NH:7][C:8]2[CH2:9][CH2:10][CH2:11][CH2:12][C:13]=2[C:14]=1[CH2:15][CH2:16][C:17]([O:19]CC)=[O:18])=O)C.[OH-].[Na+].Cl.C(=O)=O>C(OCC)(=O)C>[C:17]([CH2:16][CH2:15][C:14]1[C:13]2[CH2:12][CH2:11][CH2:10][CH2:9][C:8]=2[NH:7][CH:6]=1)([OH:19])=[O:18] |f:1.2|. Procedure: Crude 2-ethoxycarbonyl-3-(2-ethoxycarbonylethyl)-4,5,6,7-tetrahydroindole (30 g) and 80 mL of 5 N sodium hydroxide were refluxed for 80 min in a round bottom flask heated in an oil bath and equipped with magnetic stirring. The heater was turned off, but the flask was left in the hot bath, and about 44 mL of 10 N hydrochloric acid was cautiously added via a dropping funnel through the reflux condenser with vigorous stirring. When approximately 80% of the acid had been added, a large amount of car... Starting materials: Title compound 11B, NC=1C=C(C=CC1)N1N=CC=2C1=NC=NC2N (1-(3-amino-phenyl)-1H-pyrazolo[3,4-d]pyrimidin-4-ylamine), S1C(=CC=C1)C(=O)O (2-thiophenecarboxylic acid), Cl.CN(CCCN=C=NCC)C (1-(3-dimethylaminopropyl)-3-ethylcarbodiimide hydrochloride), ON1N=NC2=C1C=CC=C2 (1-hydroxybenzotriazole). Run in CN(C)C=O (DMF), CO (methanol). Run at time 10 minute. Yields the product NC1=C2C(=NC=N1)N(N=C2)C=2C=C(C=CC2)NC(=O)C=2SC=CC2 (Thiophene-2-carboxylic Acid [3-(4-amino-pyrazolo[3,4-d]pyrimidin-1-yl)-phenyl]-amide). Isolated yield 12.5%. Reaction SMILES: [NH2:1][C:2]1[CH:3]=[C:4]([N:8]2[C:12]3=[N:13][CH:14]=[N:15][C:16]([NH2:17])=[C:11]3[CH:10]=[N:9]2)[CH:5]=[CH:6][CH:7]=1.[S:18]1[CH:22]=[CH:21][CH:20]=[C:19]1[C:23](O)=[O:24].Cl.CN(C)CCCN=C=NCC.ON1C2C=CC=CC=2N=N1>CN(C=O)C.CO>[NH2:17][C:16]1[N:15]=[CH:14][N:13]=[C:12]2[N:8]([C:4]3[CH:3]=[C:2]([NH:1][C:23]([C:19]4[S:18][CH:22]=[CH:21][CH:20]=4)=[O:24])[CH:7]=[CH:6][CH:5]=3)[N:9]=[CH:10][C:11]=12 |f:2.3|. Procedure: Title compound 11B, 1-(3-amino-phenyl)-1H-pyrazolo[3,4-d]pyrimidin-4-ylamine (39 mg, 1.1 eq, 0.17 mmol) was added to a solution 2-thiophenecarboxylic acid (20 mg, 1.0 eq, 0.16 mmol), 1-(3-dimethylaminopropyl)-3-ethylcarbodiimide hydrochloride (27 mg, 1.1 eq, 0.17 mmol), 1-hydroxybenzotriazole (21 mg, 1.0 eq, 0.16 mmol) in DMF (1 ml) which had been stirred for 10 minutes under an inert atmosphere. The reaction was stirred at room temperature for 17 hours, after which methanol (1 ml) was added, an... The reactants are ClC1=NC(=NC(=C1)C1=C(C=CC(=C1)C)C)N (4-chloro-6-(2,5-dimethyl-phenyl)-pyrimidin-2-yl-amine), NC1=CC=C(CCO)C=C1 (4-aminophenethyl alcohol). Yields the product NC1=NC(=CC(=N1)NC1=CC=C(C=C1)CCO)C1=C(C=CC(=C1)C)C (2-{4-[2-Amino-6-(2,5-dimethyl-phenyl)-pyrimidin-4-ylamino]-phenyl}-ethanol), hydrochloride salt. The yield is 85.0%. RXN SMILES: Cl[C:2]1[CH:7]=[C:6]([C:8]2[CH:13]=[C:12]([CH3:14])[CH:11]=[CH:10][C:9]=2[CH3:15])[N:5]=[C:4]([NH2:16])[N:3]=1.[NH2:17][C:18]1[CH:26]=[CH:25][C:21]([CH2:22][CH2:23][OH:24])=[CH:20][CH:19]=1>>[NH2:16][C:4]1[N:3]=[C:2]([NH:17][C:18]2[CH:26]=[CH:25][C:21]([CH2:22][CH2:23][OH:24])=[CH:20][CH:19]=2)[CH:7]=[C:6]([C:8]2[CH:13]=[C:12]([CH3:14])[CH:11]=[CH:10][C:9]=2[CH3:15])[N:5]=1. Procedure details: Following the method described in Example 4, 4-chloro-6-(2,5-dimethyl-phenyl)-pyrimidin-2-yl-amine and 4-aminophenethyl alcohol provided the title compound as hydrochloride salt (85% yield). 1H NMR (DMSO-d6) δ 2.29 (s, 6H, CH3), 6.30 (s, 1H, Ar), 7.24-7.31 (m, 5H, Ar), 7.68 (d, 2H, J=8.0 Hz, Ar), 10.67 (s, 1H), 12.54 (s, 1H). Starting materials: ClC1=CC=C(S1)S(=O)(=O)NC1=NN(C2=C(C=CC(=C12)OC)F)CC=1C=C(C(=O)N)C=CC1 (3-{[3-{[(5-chloro-2-thienyl)sulfonyl]amino}-7-fluoro-4-(methyloxy)-1H-indazol-1-yl]methyl}benzamide), B(Br)(Br)Br (boron tribromide), C([O-])(O)=O.[Na+] (sodium bicarbonate). Solvent: C(Cl)Cl (DCM), C(Cl)Cl (DCM). Conditions: time 45 minute. The product is ClC1=CC=C(S1)S(=O)(=O)NC1=NN(C2=C(C=CC(=C12)O)F)CC=1C=C(C(=O)N)C=CC1 (3-[(3-{[(5-Chloro-2-thienyl)sulfonyl]amino}-7-fluoro-4-hydroxy-1H-indazol-1-yl)methyl]benzamide). RXN SMILES: [Cl:1][C:2]1[S:6][C:5]([S:7]([NH:10][C:11]2[C:19]3[C:14](=[C:15]([F:22])[CH:16]=[CH:17][C:18]=3[O:20]C)[N:13]([CH2:23][C:24]3[CH:25]=[C:26]([CH:30]=[CH:31][CH:32]=3)[C:27]([NH2:29])=[O:28])[N:12]=2)(=[O:9])=[O:8])=[CH:4][CH:3]=1.B(Br)(Br)Br.C(=O)(O)[O-].[Na+]>C(Cl)Cl>[Cl:1][C:2]1[S:6][C:5]([S:7]([NH:10][C:11]2[C:19]3[C:14](=[C:15]([F:22])[CH:16]=[CH:17][C:18]=3[OH:20])[N:13]([CH2:23][C:24]3[CH:25]=[C:26]([CH:30]=[CH:31][CH:32]=3)[C:27]([NH2:29])=[O:28])[N:12]=2)(=[O:9])=[O:8])=[CH:4][CH:3]=1 |f:2.3|. Procedure details: A suspension of 3-{[3-{[(5-chloro-2-thienyl)sulfonyl]amino}-7-fluoro-4-(methyloxy)-1H-indazol-1-yl]methyl}benzamide (for a preparation see Example 68) (15.7 mg, 0.032 mmol) in anhydrous DCM (2 mL) under nitrogen atmosphere was treated with boron tribromide solution in DCM (1M, 0.032 mL) at room temperature. The reaction mixture was stirred at room temperature for 45 min and then saturated aqueous sodium bicarbonate solution was added dropwise to quench the reaction. The mixture was then partitio... Starting materials: C(C1=CC=CC=C1)OC(=O)Cl (benzyloxycarbonyl chloride), I.C(N)(=N)C1=CC=C(C[C@H](NC(=O)OC(C)(C)C)C(=O)O)C=C1 (4-amidino-N-t-butoxycarbonyl-L-phenylalanine hydroiodide), [OH-].[Na+] (sodium hydroxide), [OH-].[Na+] (sodium hydroxide), Cl (hydrochloric acid). The solvent is O (water), C(C)OCC (diethyl ether), O1CCCC1 (tetrahydrofuran), O (water), O1CCCC1 (tetrahydrofuran). Product: C(C1=CC=CC=C1)OC(=O)NC(=N)C1=CC=C(C[C@H](NC(=O)OC(C)(C)C)C(=O)O)C=C1 (4-(N-benzyloxycarbonylamidino)-N-t-butoxycarbonyl-L-phenylalanine). RXN SMILES: I.[C:2]([C:5]1[CH:23]=[CH:22][C:8]([CH2:9][C@@H:10]([C:19]([OH:21])=[O:20])[NH:11][C:12]([O:14][C:15]([CH3:18])([CH3:17])[CH3:16])=[O:13])=[CH:7][CH:6]=1)(=[NH:4])[NH2:3].[OH-].[Na+].[CH2:26]([O:33][C:34](Cl)=[O:35])[C:27]1[CH:32]=[CH:31][CH:30]=[CH:29][CH:28]=1.Cl>O1CCCC1.O.C(OCC)C>[CH2:26]([O:33][C:34]([NH:4][C:2]([C:5]1[CH:6]=[CH:7][C:8]([CH2:9][C@@H:10]([C:19]([OH:21])=[O:20])[NH:11][C:12]([O:14][C:15]([CH3:16])([CH3:17])[CH3:18])=[O:13])=[CH:22][CH:23]=1)=[NH:3])=[O:35])[C:27]1[CH:32]=[CH:31][CH:30]=[CH:29][CH:28]=1 |f:0.1,2.3|. Reported procedure: To a mixture of 4-amidino-N-t-butoxycarbonyl-L-phenylalanine hydroiodide (1.00 g), 4N sodium hydroxide aqueous solution (1.15 ml), tetrahydrofuran (2 ml), and water (10 ml), a solution of benzyloxycarbonyl chloride in tetrahydrofuran (2 ml) was added, being adjusted to pH=12~12.5 with 4N sodium hydroxide aqueous solution. The reaction mixture was diluted with water and diethyl ether, and the separated aqueous layer was neutralized with 10% hydrochloric acid and extracted with ethyl acetate, and ... The yield is 95.8%. Product: C(C)(=O)OCC=C(CCC=C(COC1OCCCC1)C)C (1-acetoxy-8-(2-tetrahydropyranyl)oxy-3,7-dimethyl-2,6-octadiene). Solvent: ClCCl (dichloromethane). Reaction SMILES: [C:1]([O:4][CH2:5][CH:6]=[C:7]([CH3:15])[CH2:8][CH2:9][CH:10]=[C:11]([CH3:14])[CH2:12][OH:13])(=[O:3])[CH3:2].[O:16]1[CH:21]=[CH:20][CH2:19][CH2:18][CH2:17]1.C(=O)(O)[O-].[Na+]>ClCCl.C1(C)C=CC(S(O)(=O)=O)=CC=1>[C:1]([O:4][CH2:5][CH:6]=[C:7]([CH3:15])[CH2:8][CH2:9][CH:10]=[C:11]([CH3:14])[CH2:12][O:13][CH:17]1[CH2:18][CH2:19][CH2:20][CH2:21][O:16]1)(=[O:3])[CH3:2] |f:2.3|. Procedure: A mixture of 8-acetoxy-2,6-dimethyl-2,6-octadiene-1-ol (1.81 g, 8.52 mmol) and dihydropyran (1.17 ml, 12.8 mmol) in dichloromethane (6 ml) was stirred, and p-toluenesulfonic acid (40 mg) was added thereto, and the mixture was stirred at room temperature for 30 minutes. After addition of saturated aqueous sodium bicarbonate (30 ml), the product was extracted with hexane/ether (5:1.1) (30 ml). The extract was dried over Na2SO4 and evaporated in vacuo to remove the solvent to give a residue, which ... Starting materials: C(C)(=O)OCC=C(CCC=C(CO)C)C (8-acetoxy-2,6-dimethyl-2,6-octadiene-1-ol), O1CCCC=C1 (dihydropyran), C([O-])(O)=O.[Na+] (sodium bicarbonate). The reagents and catalysts are C1(=CC=C(C=C1)S(=O)(=O)O)C (p-toluenesulfonic acid). Starting materials: C1C(CCC2=CC=CC=C12)=O (2-Tetralone), C1(=CC=CC=C1)[Mg]Br (phenyl magnesium bromide), Cl (hydrochloric acid), O (water). The solvent is CCOCC (ether), CCOCC (ether), CCOCC (ether). Yields the product OC1(CC2=CC=CC=C2CC1)C1=CC=CC=C1 (2-hydroxy-2-phenyl-1,2,3,4-tetrahydronaphthalene). As a reaction SMILES: [CH2:1]1[C:10]2[C:5](=[CH:6][CH:7]=[CH:8][CH:9]=2)[CH2:4][CH2:3][C:2]1=[O:11].[C:12]1([Mg]Br)[CH:17]=[CH:16][CH:15]=[CH:14][CH:13]=1.O.Cl>CCOCC>[OH:11][C:2]1([C:12]2[CH:17]=[CH:16][CH:15]=[CH:14][CH:13]=2)[CH2:3][CH2:4][C:5]2[C:10](=[CH:9][CH:8]=[CH:7][CH:6]=2)[CH2:1]1. Reported procedure: 2-Tetralone (8.76 g) in dry ether (100 ml) was added dropwise to phenyl magnesium bromide (generated from bromobenzene 19.16 g) in dry ether (300 ml). The mixture was refluxed for 1 hr. The reaction mixture was decomposed by careful addition of water. The resulting emulsion was clarified by addition 2M-hydrochloric acid (250 ml) and ether (500 ml). The ether layer was separated and washed with water (100 ml), dilute sodium hydrogen carbonate solution solution (200 ml) and water (100 ml) and drie... The reactants are NC(=O)c1ncn2c(-c3cccc(C(F)(F)F)c3)ccnc12, O=C(OC(=O)C(F)(F)F)C(F)(F)F, C1COCCO1, O, c1ccncc1. Product: N#Cc1ncn2c(-c3cccc(C(F)(F)F)c3)ccnc12. As a reaction SMILES: [F:1][C:2]([c:3]1[cH:4][c:5](-[c:9]2[cH:10][cH:11][n:12][c:13]3[n:14]2[cH:15][n:16][c:17]3[C:18](=[O:19])[NH2:20])[cH:6][cH:7][cH:8]1)([F:21])[F:22].[F:35][C:36]([F:37])([F:38])[C:39]([O:40][C:41](=[O:42])[C:43]([F:44])([F:45])[F:46])=[O:47].[O:29]1[CH2:30][CH2:31][O:32][CH2:33][CH2:34]1.[OH2:48].[cH:23]1[cH:24][cH:25][n:26][cH:27][cH:28]1>>[F:1][C:2]([c:3]1[cH:4][c:5](-[c:9]2[cH:10][cH:11][n:12][c:13]3[n:14]2[cH:15][n:16][c:17]3[C:18]#[N:20])[cH:6][cH:7][cH:8]1)([F:21])[F:22]. The reactants are P(=O)([O-])([O-])[O-] (phosphate), O[C@@H](CC(=O)SCCNC(CCNC([C@@H](C(COP(OP(OC[C@@H]1[C@H]([C@H]([C@@H](O1)N1C=NC=2C(N)=NC=NC12)O)OP(=O)(O)O)(=O)O)(=O)O)(C)C)O)=O)=O)CCOC1=CC=CC=C1 ((R)-3-hydroxy-5-phenoxyvaleryl CoA). Yields the product OC(CC(=O)O)CCOC1=CC=CC=C1 (3-hydroxy-5-phenoxyvaleric acid). Reaction SMILES: P([O-])([O-])([O-])=[O:2].[OH:6][C@H:7]([CH2:59][CH2:60][O:61][C:62]1[CH:67]=[CH:66][CH:65]=[CH:64][CH:63]=1)[CH2:8][C:9](SCCNC(=O)CCNC(=O)[C@H](O)C(C)(C)COP(O)(=O)OP(O)(=O)OC[C@H]1O[C@@H](N2C3N=CN=C(N)C=3N=C2)[C@H](O)[C@@H]1OP(O)(O)=O)=[O:10]>>[OH:6][CH:7]([CH2:59][CH2:60][O:61][C:62]1[CH:67]=[CH:66][CH:65]=[CH:64][CH:63]=1)[CH2:8][C:9]([OH:10])=[O:2]. Procedure: Then, the pellet was suspended in 480 parts of a 0.1M phosphate buffer (pH 7.0), and 5 parts of (R)-3-hydroxy-5-phenoxyvaleryl CoA (prepared by a method described in Eur. J. Biochem., 250, 432–439 (1997) after obtaining 3-hydroxy-5-phenoxyvaleric acid by hydrolyzing 3-hydroxy-5-phenoxylvaleric acid ester obtained by a Reformatsky reaction using zinc, in which 3-phenoxypropanal synthesized by a method described in J. Org. Chem., 55, 1490–1492 (1990) and ethyl bromoacetate were used as raw materia... Reactants: O=S1(=O)CCC(O)CC1, Cc1ccc(S(=O)(=O)Cl)cc1, c1ccncc1. The product is Cc1ccc(S(=O)(=O)OC2CCS(=O)(=O)CC2)cc1. As a reaction SMILES: [O:1]=[S:2]1(=[O:9])[CH2:3][CH2:4][CH:5]([OH:8])[CH2:6][CH2:7]1.[S:10](=[O:11])(=[O:12])([c:13]1[cH:14][cH:15][c:16]([CH3:17])[cH:18][cH:19]1)[Cl:20].[cH:21]1[cH:22][cH:23][n:24][cH:25][cH:26]1>>[O:1]=[S:2]1(=[O:9])[CH2:3][CH2:4][CH:5]([O:8][S:10](=[O:11])(=[O:12])[c:13]2[cH:14][cH:15][c:16]([CH3:17])[cH:18][cH:19]2)[CH2:6][CH2:7]1.